From a dataset of the Open Reaction Database (ORD), a public repository of structured organic reaction records. describe an organic reaction: reactants, conditions, products, and yield Starting materials: CC(C)CCC1CCCC(C)N1C(=O)OC(C)(C)C, ClCCl. The product is CC(C)CCC1CCCC(C)N1. Reaction SMILES: [C:1]([O:2][C:3]([CH3:4])([CH3:5])[CH3:6])(=[O:7])[N:8]1[CH:9]([CH3:19])[CH2:10][CH2:11][CH2:12][CH:13]1[CH2:14][CH2:15][CH:16]([CH3:17])[CH3:18].[Cl:20][CH2:21][Cl:22]>>[NH:8]1[CH:9]([CH3:19])[CH2:10][CH2:11][CH2:12][CH:13]1[CH2:14][CH2:15][CH:16]([CH3:17])[CH3:18]. RXN SMILES: [F:1][C@:2]12[C@@H:26]([OH:27])[CH2:25][C@@:24]3([CH3:28])[C@@H:12]([CH2:13][CH:14]=[C:15]3[C:16](=[O:23])[CH2:17]OS(C)(=O)=O)[C@@H:11]1[CH2:10][CH2:9][C:8]1[C@:3]2([CH3:30])[CH:4]=[CH:5][C:6](=[O:29])[CH:7]=1.[Cl-:31].[Li+].O>CN(C)C=O>[Cl:31][CH2:17][C:16](=[O:23])[C:15]1[C@:24]2([CH3:28])[C@H:12]([C@H:11]3[C@:2]([F:1])([C@@H:26]([OH:27])[CH2:25]2)[C@:3]2([CH3:30])[C:8](=[CH:7][C:6](=[O:29])[CH:5]=[CH:4]2)[CH2:9][CH2:10]3)[CH2:13][CH:14]=1 |f:1.2|. Run in CN(C=O)C (dimethylformamide). Yields the product 12g, ClCC(C1=CC[C@H]2[C@@H]3CCC4=CC(C=C[C@]4(C)[C@]3([C@H](C[C@]12C)O)F)=O)=O (21-Chloro-9-fluoro-11β-hydroxypregna-1,4,16-triene-3,20-dione). Reactants: F[C@@]12[C@]3(C=CC(C=C3CC[C@H]1[C@@H]1CC=C(C(COS(=O)(=O)C)=O)[C@]1(C[C@@H]2O)C)=O)C (9-fluoro-11β-hydroxy-21-methanesulfonyloxypregna-1,4,16-triene-3,20-dione), [Cl-].[Li+] (lithium chloride), O (water). Procedure details: To a solution of 17.5g of 9-fluoro-11β-hydroxy-21-methanesulfonyloxypregna-1,4,16-triene-3,20-dione in dry dimethylformamide (250 ml) is added lithium chloride (30g). The mixture is heated, with stirring, from 30° to 100° C. over a 30-minute period. It is cooled and poured into cold water (1.51) and the precipitated solid is isolated and crystallized from methanol to afford 12g of the title compound, melting point 258°-260° C.(dec.). The reactants are COc1ccc(CC(=O)O)cc1, COc1ccc(N)cn1. Reagents/catalysts: C1CCC(CC1)N=C=NC2CCCCC2 (DCC), CN1CCOCC1 (NMM), C1=CC=C2C(=C1)C(=O)N(C2=O)O (N-Hydroxyphthalimide). Solvent: CN(C)C=O (DMF), CN(C)C=O (DMF), CN(C)C=O (DMF), CN(C)C=O (DMF), CN(C)C=O (DMF), CN(C)C=O (DMF). Conditions: temperature 25 celsius, time 2 hour. Product: COc1ccc(CC(=O)Nc2ccc(OC)nc2)cc1. The yield is 4.0%. RXN SMILES: COc1ccc(N)cn1.COc1ccc(CC(=O)O)cc1.C1CCC(CC1)N=C=NC2CCCCC2.C1=CC=C2C(=C1)C(=O)N(C2=O)O.CN1CCOCC1.CN(C)C=O>>COc1ccc(CC(=O)Nc2ccc(OC)nc2)cc1.